Dataset: the Open Reaction Database (ORD), a public repository of structured organic reaction records. Task: describe an organic reaction: reactants, conditions, products, and yield Starting materials: C(C)C(C(=O)OCC)CC (ethyl 2-ethylbutyrate), BrCCCl (1-bromo-2-chloroethane). Yields the product ClCCC(C(=O)OCC)(CC)CC (ethyl 4-chloro-2,2-diethybutyrate). RXN SMILES: [CH2:1]([CH:3]([CH2:9][CH3:10])[C:4]([O:6][CH2:7][CH3:8])=[O:5])[CH3:2].Br[CH2:12][CH2:13][Cl:14]>>[Cl:14][CH2:13][CH2:12][C:3]([CH2:9][CH3:10])([CH2:1][CH3:2])[C:4]([O:6][CH2:7][CH3:8])=[O:5]. Procedure details: Using ethyl 2-ethylbutyrate and 1-bromo-2-chloroethane, the same reaction as in Reference Example 16 was conducted to produce the title compound. b.p. 69°-72° C./0.3 mmHg Reactants: CCCCc1nc(Cl)c(CNS(=O)(=O)C(F)(F)F)n1Cc1ccc(C(=O)c2ccccc2C(=O)OC)cc1, CO, [Na+], [OH-], O. The product is CCCCc1nc(Cl)c(CNS(=O)(=O)C(F)(F)F)n1Cc1ccc(C(=O)c2ccccc2C(=O)O)cc1. RXN SMILES: [CH2:1]([CH2:2][CH2:3][CH3:4])[c:5]1[n:6]([CH2:20][c:21]2[cH:22][cH:23][c:24]([C:27]([c:28]3[c:29]([C:34](=[O:35])[O:36][CH3:37])[cH:30][cH:31][cH:32][cH:33]3)=[O:38])[cH:25][cH:26]2)[c:7]([CH2:11][NH:12][S:13](=[O:14])(=[O:15])[C:16]([F:17])([F:18])[F:19])[c:8]([Cl:10])[n:9]1.[CH3:41][OH:42].[Na+:40].[OH-:39].[OH2:43]>>[CH2:1]([CH2:2][CH2:3][CH3:4])[c:5]1[n:6]([CH2:20][c:21]2[cH:22][cH:23][c:24]([C:27]([c:28]3[c:29]([C:34](=[O:35])[OH:36])[cH:30][cH:31][cH:32][cH:33]3)=[O:38])[cH:25][cH:26]2)[c:7]([CH2:11][NH:12][S:13](=[O:14])(=[O:15])[C:16]([F:17])([F:18])[F:19])[c:8]([Cl:10])[n:9]1. Reactants: CC=1C=C(C=CC1C(F)(F)F)C1=NC=2N(C(=C1)C(F)(F)F)N=CC2C(=O)O (5-(3-methyl-4-trifluoromethyl-phenyl)-7-trifluoromethyl-pyrazolo[1,5-a]pyrimidine-3-carboxylic acid), CS(=O)(=O)C=1C=C(C=CC1)N (3-methanesulfonyl-phenylamine), Cl (hydrochloride). The product is CS(=O)(=O)C=1C=C(C=CC1)NC(=O)C=1C=NN2C1N=C(C=C2C(F)(F)F)C2=CC(=C(C=C2)C(F)(F)F)C (5-(3-Methyl-4-trifluoromethyl-phenyl)-7-trifluoromethyl-pyrazolo[1,5-a]pyrimidine-3-carboxylic acid(3-methanesulfonyl-phenyl)-amide). RXN SMILES: [CH3:1][C:2]1[CH:3]=[C:4]([C:12]2[CH:17]=[C:16]([C:18]([F:21])([F:20])[F:19])[N:15]3[N:22]=[CH:23][C:24]([C:25](O)=[O:26])=[C:14]3[N:13]=2)[CH:5]=[CH:6][C:7]=1[C:8]([F:11])([F:10])[F:9].[CH3:28][S:29]([C:32]1[CH:33]=[C:34]([NH2:38])[CH:35]=[CH:36][CH:37]=1)(=[O:31])=[O:30].Cl>>[CH3:28][S:29]([C:32]1[CH:33]=[C:34]([NH:38][C:25]([C:24]2[CH:23]=[N:22][N:15]3[C:16]([C:18]([F:21])([F:20])[F:19])=[CH:17][C:12]([C:4]4[CH:5]=[CH:6][C:7]([C:8]([F:11])([F:9])[F:10])=[C:2]([CH3:1])[CH:3]=4)=[N:13][C:14]=23)=[O:26])[CH:35]=[CH:36][CH:37]=1)(=[O:30])=[O:31]. Reported procedure: The title compound was prepared from 5-(3-methyl-4-trifluoromethyl-phenyl)-7-trifluoromethyl-pyrazolo[1,5-a]pyrimidine-3-carboxylic acid (example C.8) and 3-methanesulfonyl-phenylamine [commercially available as hydrochloride] according to general procedure II. Yellow solid. MS (ISP) 543.3 [(M+H)+]; mp 233° C. Starting materials: CC(=O)C1(CCO[Si](C)(C)C(C)(C)C)CCN(C(=O)OC(C)(C)C)CC1, C1CCOC1, CN(C)P(=O)(N(C)C)N(C)C, C[Si](C)(C)[N-][Si](C)(C)C, O=CCc1ccccc1, [Cl-], [Li+], [NH4+]. The product is CC(C)(C)OC(=O)N1CCC(CCO[Si](C)(C)C(C)(C)C)(C(=O)CC(O)Cc2ccccc2)CC1. As a reaction SMILES: [C:1]([CH3:2])(=[O:3])[C:4]1([CH2:17][CH2:18][O:19][Si:20]([CH3:21])([CH3:22])[C:23]([CH3:24])([CH3:25])[CH3:26])[CH2:5][CH2:6][N:7]([C:10](=[O:11])[O:12][C:13]([CH3:14])([CH3:15])[CH3:16])[CH2:8][CH2:9]1.[CH2:59]1[O:60][CH2:61][CH2:62][CH2:63]1.[CH3:27][N:28]([CH3:29])[P:30]([N:31]([CH3:32])[CH3:33])([N:34]([CH3:35])[CH3:36])=[O:37].[CH3:39][Si:40]([N-:41][Si:42]([CH3:43])([CH3:44])[CH3:45])([CH3:46])[CH3:47].[CH:48](=[O:49])[CH2:50][c:51]1[cH:52][cH:53][cH:54][cH:55][cH:56]1.[Cl-:57].[Li+:38].[NH4+:58]>>[C:1]([CH2:2][CH:48]([OH:49])[CH2:50][c:51]1[cH:52][cH:53][cH:54][cH:55][cH:56]1)(=[O:3])[C:4]1([CH2:17][CH2:18][O:19][Si:20]([CH3:21])([CH3:22])[C:23]([CH3:24])([CH3:25])[CH3:26])[CH2:5][CH2:6][N:7]([C:10](=[O:11])[O:12][C:13]([CH3:14])([CH3:15])[CH3:16])[CH2:8][CH2:9]1.